From a dataset of the Open Reaction Database (ORD), a public repository of structured organic reaction records. describe an organic reaction: reactants, conditions, products, and yield Product: Cc1ccc(S(=O)(=O)OCC#Cc2ccccc2)cc1. RXN SMILES: [CH3:25][CH2:26][O:27][CH2:28][CH3:29].[Cl-:11].[K+:24].[OH-:23].[c:12]1([CH3:22])[cH:13][cH:14][c:15]([S:18](=[O:19])(=[O:20])[OH:21])[cH:16][cH:17]1.[c:1]1([C:7]#[C:8][CH2:9][OH:10])[cH:2][cH:3][cH:4][cH:5][cH:6]1>>[c:1]1([C:7]#[C:8][CH2:9][O:10][S:18]([c:15]2[cH:14][cH:13][c:12]([CH3:22])[cH:17][cH:16]2)(=[O:19])=[O:20])[cH:2][cH:3][cH:4][cH:5][cH:6]1. Starting materials: CCOCC, [Cl-], [K+], [OH-], Cc1ccc(S(=O)(=O)O)cc1, OCC#Cc1ccccc1. Starting materials: FC1=C(C=O)C=CC=C1 (2-Fluorobenzaldehyde), C(C)OC(CN)OCC (aminoacetaldehyde diethylacetal). Run at temperature 100 celsius. Yields the product C(C)OC(CN=CC1=C(C=CC=C1)F)OCC ((2,2-Diethoxyethyl)-(2-fluorobenzylidene)amine). As a reaction SMILES: [F:1][C:2]1[CH:9]=[CH:8][CH:7]=[CH:6][C:3]=1[CH:4]=O.[CH2:10]([O:12][CH:13]([O:16][CH2:17][CH3:18])[CH2:14][NH2:15])[CH3:11]>>[CH2:10]([O:12][CH:13]([O:16][CH2:17][CH3:18])[CH2:14][N:15]=[CH:4][C:3]1[CH:6]=[CH:7][CH:8]=[CH:9][C:2]=1[F:1])[CH3:11]. Reported procedure: 2-Fluorobenzaldehyde (7.45 g), was added to aminoacetaldehyde diethylacetal (9.16 g) and the reaction heated to 100° C. for 3 h. After cooling, the mixture was transferred to a separating funnel and partitioned between diethyl ether and water. The ether layer was separated, dried over magnesium sulfate, filtered and concentrated under reduced pressure to leave an oil. Distillation at 0.6-0.8 mm collecting the fraction boiling at 102-106° C. afforded the title compound as a colourless oil.